From a dataset of the Open Reaction Database (ORD), a public repository of structured organic reaction records. describe an organic reaction: reactants, conditions, products, and yield Reactants: N(=O)[O-].[Na+] (sodium nitrite), ClCCNC(=O)NCCCl (1,3-bis(2-chloroethyl)urea). Run in O (water), C(=O)O (formic acid). Reaction conditions: time 2 hour. The product is C(CCl)NC(=O)N(CCCl)N=O (BCNU). RXN SMILES: [N:1]([O-:3])=O.[Na+].[Cl:5][CH2:6][CH2:7][NH:8][C:9]([NH:11][CH2:12][CH2:13][Cl:14])=[O:10]>O.C(O)=O>[CH2:7]([NH:8][C:9]([N:11]([N:1]=[O:3])[CH2:12][CH2:13][Cl:14])=[O:10])[CH2:6][Cl:5] |f:0.1|. Procedure: A cold solution of 0.2346 g (3.4 mmole) sodium nitrite in 2 ml water was slowly added to a stirred solution of 0.2727 g (1.47 mmole) 1,3-bis(2-chloroethyl)urea in 2 ml 88% formic acid at 0°. After 2 hours at 0°, 0.1449 g (46.0%) of an oil solid phase was removed. The ir spectrum of this fraction failed to agree with that of BCNU. After 2 days a small amount of crystalline BCNU slowly formed in this oil phase. A methylene dichloride extract of the aqueous phase yielded 0.0943 g (30.0%) of an ambe... Reactants: C(C1=CC=CC=C1)N(C1=C(C(=CC=C1)[N+](=O)[O-])C)CC1=CC=C(OC=2C=C(C=CC2)O)C=C1 (3-(4-{[benzyl(2-methyl-3-nitrophenyl)amino]methyl}phenoxy)phenol), C1(=CC=CC=C1)P(C1=CC=CC=C1)C1=CC=CC=C1 (triphenylphophine), di-t-butylazodicarboxylate, C(CO)(=O)OCC (ethyl glycolate). The solvent is C1CCOC1 (THF), C(C)(=O)OCC (ethyl acetate). Run at time 8 hour. The product is C(C)OC(COC1=CC(=CC=C1)OC1=CC=C(C=C1)CN(C1=C(C(=CC=C1)[N+](=O)[O-])C)CC1=CC=CC=C1)=O (ethyl[3-(4-{[benzyl(2-methyl-3-nitrophenyl)amino]methyl}phenoxy)phenoxy]acetate). Reaction SMILES: [CH2:1]([N:8]([CH2:19][C:20]1[CH:33]=[CH:32][C:23]([O:24][C:25]2[CH:26]=[C:27]([OH:31])[CH:28]=[CH:29][CH:30]=2)=[CH:22][CH:21]=1)[C:9]1[CH:14]=[CH:13][CH:12]=[C:11]([N+:15]([O-:17])=[O:16])[C:10]=1[CH3:18])[C:2]1[CH:7]=[CH:6][CH:5]=[CH:4][CH:3]=1.C1(P(C2C=CC=CC=2)C2C=CC=CC=2)C=CC=CC=1.[C:53]([O:57][CH2:58][CH3:59])(=[O:56])[CH2:54]O>C1COCC1.C(OCC)(=O)C>[CH2:58]([O:57][C:53](=[O:56])[CH2:54][O:31][C:27]1[CH:28]=[CH:29][CH:30]=[C:25]([O:24][C:23]2[CH:32]=[CH:33][C:20]([CH2:19][N:8]([CH2:1][C:2]3[CH:3]=[CH:4][CH:5]=[CH:6][CH:7]=3)[C:9]3[CH:14]=[CH:13][CH:12]=[C:11]([N+:15]([O-:17])=[O:16])[C:10]=3[CH3:18])=[CH:21][CH:22]=2)[CH:26]=1)[CH3:59]. Reported procedure: The product from Example 61F (1.29 g, 2.93 mmoles), triphenylphophine (1.54 g, 5.86 mmoles), and di-t-butylazodicarboxylate (1.01 g, 4.40 mmoles) in anhydrous THF (6 mL) were treated with ethyl glycolate (0.35 mL, 3.66 mmoles). The reaction was stirred overnight at room temperature. The mixture was diluted with ethyl acetate, washed with H2O, brine, dried (Na2SO4), filtered, and the filtrate concentrated under reduced pressure. The residue was purified by chromatography on a pre-packed Biotage s...